From a dataset of the Open Reaction Database (ORD), a public repository of structured organic reaction records. describe an organic reaction: reactants, conditions, products, and yield Starting materials: C(CCCCCCCCCCC)N1N=C(N=N1)C(C(=O)OCC)=NOC (2-(2-dodecyl-2H-tetrazol-5-yl)-2-methoxyiminoacetic acid, ethyl ester), [OH-].[Na+] (sodium hydroxide). Run in C(C)O (ethanol). Conditions: time 8 hour. The product is C(CCCCCCCCCCC)N1N=C(N=N1)C(C(=O)O)=NOC (2-(2-dodecyl -2H-tetrazol-5-yl)-2-methoxyimino-acetic acid). The yield is 94.4%. Reaction SMILES: [CH2:1]([N:13]1[N:17]=[N:16][C:15]([C:18](=[N:24][O:25][CH3:26])[C:19]([O:21]CC)=[O:20])=[N:14]1)[CH2:2][CH2:3][CH2:4][CH2:5][CH2:6][CH2:7][CH2:8][CH2:9][CH2:10][CH2:11][CH3:12].[OH-].[Na+]>C(O)C>[CH2:1]([N:13]1[N:17]=[N:16][C:15]([C:18](=[N:24][O:25][CH3:26])[C:19]([OH:21])=[O:20])=[N:14]1)[CH2:2][CH2:3][CH2:4][CH2:5][CH2:6][CH2:7][CH2:8][CH2:9][CH2:10][CH2:11][CH3:12] |f:1.2|. Procedure details: The 2-(2-dodecyl-2H-tetrazol-5-yl)-2-methoxyiminoacetic acid, ethyl ester (20.1 g, 54.6 mmol) was dissolved in ethanol (200 mL) and treated with 2 equivalents of sodium hydroxide pellets (4.37 g, 110 mmol). Dissolution gradually occurred and the solution was stirred at room temperature for overnight. The ethanol was concentrated in vacuo and the viscous liquid was taken up in water and acidified (pH 3.0) with concentrated HCl. The product was extracted from the aqueous media with 2 portions of e... Procedure: A solution of ethyl-2,3 difluorobenzoate (1.07 g, 5.75 mmol) in DMF (10 mL) was treated with sodium sulfide (896 mg, 11.5 mmol, 2.0 equiv) at 23° C. The mixture was stirred under argon for 10 h. The solution was diluted with ethyl acetate (50 mL) and water (50 mL) and 10% citric acid (5 mL). The organic layer was washed with saturated aqueous sodium bicarbonate, dried over sodium sulfate, decanted and concentrated under reduced pressure to give 3-Fluoro-2-mercapto-benzoic acid ethyl ester: 1H NM... The reactants are C(C)OC(C1=C(C(=CC=C1)F)F)=O (ethyl-2,3 difluorobenzoate), [S-2].[Na+].[Na+] (sodium sulfide). The product is C(C)OC(C1=C(C(=CC=C1)F)S)=O (3-Fluoro-2-mercapto-benzoic acid ethyl ester). As a reaction SMILES: [CH2:1]([O:3][C:4](=[O:13])[C:5]1[CH:10]=[CH:9][CH:8]=[C:7]([F:11])[C:6]=1F)[CH3:2].[S-2:14].[Na+].[Na+]>CN(C=O)C.C(OCC)(=O)C.O.C(O)(=O)CC(CC(O)=O)(C(O)=O)O>[CH2:1]([O:3][C:4](=[O:13])[C:5]1[CH:10]=[CH:9][CH:8]=[C:7]([F:11])[C:6]=1[SH:14])[CH3:2] |f:1.2.3|. Run in C(C)(=O)OCC (ethyl acetate), O (water), C(CC(O)(C(=O)O)CC(=O)O)(=O)O (citric acid), CN(C)C=O (DMF). Reaction conditions: time 10 hour.